This data is from the Open Reaction Database (ORD), a public repository of structured organic reaction records. The task is: describe an organic reaction: reactants, conditions, products, and yield Product: CCN1CCC(Oc2ccc(NC(=O)c3nc[nH]c3C(=O)Nc3nc4ccccc4[nH]3)c(C)c2)CC1. Reactants: CC(=O)O[BH-](OC(C)=O)OC(C)=O, CC=O, Cl, [Na+], CN(C)C=O, Cc1cc(OC2CCNCC2)ccc1NC(=O)c1nc[nH]c1C(=O)Nc1nc2ccccc2[nH]1. RXN SMILES: [C:38]([O:39][BH-:40]([O:41][C:42](=[O:43])[CH3:44])[O:45][C:46](=[O:47])[CH3:48])(=[O:49])[CH3:50].[CH:1]([CH3:2])=[O:3].[ClH:52].[Na+:51].[O:53]=[CH:54][N:55]([CH3:56])[CH3:57].[nH:4]1[c:5]([NH:13][C:14](=[O:15])[c:16]2[c:17]([C:21](=[O:22])[NH:23][c:24]3[c:25]([CH3:37])[cH:26][c:27]([O:30][CH:31]4[CH2:32][CH2:33][NH:34][CH2:35][CH2:36]4)[cH:28][cH:29]3)[n:18][cH:19][nH:20]2)[n:6][c:7]2[c:8]1[cH:9][cH:10][cH:11][cH:12]2>>[CH2:1]([CH3:2])[N:34]1[CH2:33][CH2:32][CH:31]([O:30][c:27]2[cH:26][c:25]([CH3:37])[c:24]([NH:23][C:21]([c:17]3[c:16]([C:14]([NH:13][c:5]4[nH:4][c:8]5[c:7]([n:6]4)[cH:12][cH:11][cH:10][cH:9]5)=[O:15])[nH:20][cH:19][n:18]3)=[O:22])[cH:29][cH:28]2)[CH2:36][CH2:35]1. Reactants: ClC1=C(C=CC=C1)CC(=O)O (2-chlorophenylacetic acid), O.Cl (hydrochloric acid water), ClC1=C(C=CC=C1)CC(=O)O (2-chlorophenylacetic acid), ClC1=CC=C(C=C1)O (4-chlorophenol), C([O-])([O-])=O.[K+].[K+] (potassium carbonate). Conditions: temperature 100 celsius, time 1 hour. Reagents/catalysts: [Cu]Br (copper(I) bromide). The solvent is O (water), O (water), COCCOCCOC (diglyme). The yield is 176.4%. Reported procedure: A mixture of 552.0 g (4.0 mol) of potassium carbonate and 1500 mL of diglyme was kept at 0-20° C. while adding 283.1 g (2.2 mol) of 4-chlorophenol thereto and mixing, and then 5.74 g (0.04 mol) of copper(I) bromide was added. The obtained mixture was heated to 100° C., and 90.3 g (0.53 mol) of 2-chlorophenylacetic acid was added. This mixture was stirred at the same temperature for 1 hour, and then 159.4 g (0.93 mol) of 2-chlorophenylacetic acid was further added. After stirring the obtained mix... The product is ClC1=CC=C(OC2=C(C=CC=C2)CC(=O)O)C=C1 (2-(2-(4-chlorophenoxy)phenyl)acetic acid). Reaction SMILES: C(=O)([O-])[O-].[K+].[K+].[Cl:7][C:8]1[CH:13]=[CH:12][C:11]([OH:14])=[CH:10][CH:9]=1.Cl[C:16]1[CH:21]=[CH:20][CH:19]=[CH:18][C:17]=1[CH2:22][C:23]([OH:25])=[O:24].O.Cl>[Cu]Br.O.COCCOCCOC>[Cl:7][C:8]1[CH:13]=[CH:12][C:11]([O:14][C:16]2[CH:21]=[CH:20][CH:19]=[CH:18][C:17]=2[CH2:22][C:23]([OH:25])=[O:24])=[CH:10][CH:9]=1 |f:0.1.2,5.6|. The yield is 61.1%. Yields the product [N+](=O)(O)[O-].CC1=C(C=C(C=C1)NC(=N)N)[N+](=O)[O-] (4-methyl-3-nitrophenyl-guanidine nitrate). Conditions: temperature 0 celsius. The reactants are [N+](=O)(O)[O-] (nitric acid), CC1=C(C=C(N)C=C1)[N+](=O)[O-] (4-Methyl-3-nitroaniline), N#CN (cyanamide). Run in C(C)O (ethanol), O (water). Procedure details: 4-Methyl-3-nitroaniline (90 g, 0.592 mol) was dissolved in ethanol (250 ml) and 65% aqueous nitric acid solution (59 g, 0.592 mol) was added thereto. When the exothermic reaction is stopped, cyanamide (74.6 g) dissolved in water in a concentration of 50% was added. The brown mixture was reacted under reflux for 24 hours. The reaction mixture was cooled to 0° C., filtered, and washed with diethylether to give 4-methyl-3-nitrophenyl-guanidine nitrate (93 g). Reaction SMILES: [CH3:1][C:2]1[CH:8]=[CH:7][C:5]([NH2:6])=[CH:4][C:3]=1[N+:9]([O-:11])=[O:10].[N+:12]([O-:15])([OH:14])=[O:13].[N:16]#[C:17][NH2:18]>C(O)C.O>[N+:12]([O-:15])([OH:14])=[O:13].[CH3:1][C:2]1[CH:8]=[CH:7][C:5]([NH:6][C:17]([NH2:18])=[NH:16])=[CH:4][C:3]=1[N+:9]([O-:11])=[O:10] |f:5.6|. Reactants: Oc1ccc(Cl)nc1, OC1CCNC1. Product: Clc1ccc(OC2CCNC2)cn1. RXN SMILES: [Cl:7][c:8]1[n:9][cH:10][c:11]([OH:14])[cH:12][cH:13]1.[OH:1][CH:2]1[CH2:3][NH:4][CH2:5][CH2:6]1>>[O:1]([CH:2]1[CH2:3][NH:4][CH2:5][CH2:6]1)[c:11]1[cH:10][n:9][c:8]([Cl:7])[cH:13][cH:12]1. The reactants are O=C(Cl)c1ccccc1, CC(C)=O, Cc1ccc(Cl)cc1N, ClCCl, [NH4+], N#C[S-]. Product: Cc1ccc(Cl)cc1NC(N)=S. Reaction SMILES: [C:1]([Cl:2])(=[O:3])[c:4]1[cH:5][cH:6][cH:7][cH:8][cH:9]1.[CH3:23][C:24](=[O:25])[CH3:26].[Cl:14][c:15]1[cH:16][cH:17][c:18]([CH3:22])[c:19]([NH2:20])[cH:21]1.[Cl:27][CH2:28][Cl:29].[NH4+:13].[S-:10][C:11]#[N:12]>>[S:10]=[C:11]([NH2:12])[NH:20][c:19]1[c:18]([CH3:22])[cH:17][cH:16][c:15]([Cl:14])[cH:21]1. Starting materials: C(CCC)OCCOC1=CC=C(C=C1)C=1C=CC2=C(C=C(CCN2CC(C)C)C(=O)O)C1 (7-[4-(2-butoxyethoxy) phenyl]-1-isobutyl-2,3-dihydro-1H-1-benzazepine-4-carboxylic acid), CN(C)C=O (DMF). Run in C1CCOC1 (THF), S(=O)(Cl)Cl (thionyl chloride). Run at time 1.5 hour. The product is C(C(C)C)N1CCC(=CC2=C1C=CC=C2)C(=O)N (1-isobutyl-2,3-dihydro-1H-1-benzazepine-4-carboxamide). As a reaction SMILES: C(OCCOC1C=CC([C:15]2[CH:16]=[CH:17][C:18]3[N:24]([CH2:25][CH:26]([CH3:28])[CH3:27])[CH2:23][CH2:22][C:21]([C:29](O)=[O:30])=[CH:20][C:19]=3[CH:32]=2)=CC=1)CCC.C[N:34](C=O)C>C1COCC1.S(Cl)(Cl)=O>[CH2:25]([N:24]1[C:18]2[CH:17]=[CH:16][CH:15]=[CH:32][C:19]=2[CH:20]=[C:21]([C:29]([NH2:34])=[O:30])[CH2:22][CH2:23]1)[CH:26]([CH3:28])[CH3:27]. Reported procedure: To a solution of 7-[4-(2-butoxyethoxy) phenyl]-1-isobutyl-2,3-dihydro-1H-1-benzazepine-4-carboxylic acid (1.0 g) in THF (10 ml), thionyl chloride (0.25 ml) and DMF (1 droplet) were added at room temperature, and the mixture was stirred for 1.5 hours at room temperature. The solvent was concentrated under reduced pressure, and a solution of the residue in THF (25 ml) was added dropwise to a solution of 4-[[(1-trityl-1H-imidazol-1-yl)methyl]thio]aniline (1.13 g) in pyridine (10 ml) at 0° C. The mi...